This data is from the Open Reaction Database (ORD), a public repository of structured organic reaction records. The task is: describe an organic reaction: reactants, conditions, products, and yield As a reaction SMILES: [C:18](#[CH:19])[Mg+:20].[C:1]([CH3:2])([CH3:3])([CH3:4])[O:5][C:6](=[O:7])[n:8]1[c:9]([CH:15]=[O:16])[c:10]([CH3:14])[c:11]([CH3:13])[cH:12]1.[Cl-:17]>>[C:1]([CH3:2])([CH3:3])([CH3:4])[O:5][C:6](=[O:7])[n:8]1[c:9]([CH:15]([OH:16])[C:18]#[CH:19])[c:10]([CH3:14])[c:11]([CH3:13])[cH:12]1. Product: C#CC(O)c1c(C)c(C)cn1C(=O)OC(C)(C)C. The reactants are C#C[Mg+], Cc1cn(C(=O)OC(C)(C)C)c(C=O)c1C, [Cl-]. RXN SMILES: [CH3:53][CH2:54][O:55][C:56]([CH3:57])=[O:58].[CH3:59][S:60]([CH3:61])=[O:62].[Cl:15][c:16]1[n:17][c:18]([N:38]2[CH2:39][CH2:40][O:41][CH2:42][CH2:43]2)[c:19]2[c:20]([n:21]1)[n:22]([CH:25]1[CH2:26][CH2:27][N:28]([C:31](=[O:32])[O:33][C:34]([CH3:35])([CH3:36])[CH3:37])[CH2:29][CH2:30]1)[n:23][cH:24]2.[Cl:50][CH2:51][Cl:52].[F:1][CH:2]([c:3]1[n:4][c:5]2[c:6]([nH:7]1)[cH:8][cH:9][cH:10][c:11]2[O:12][CH3:13])[F:14].[K+:44].[K+:45].[O-:46][C:47]([O-:48])=[O:49].[OH2:63]>>[F:1][CH:2]([c:3]1[n:4][c:5]2[c:6]([n:7]1-[c:16]1[n:17][c:18]([N:38]3[CH2:39][CH2:40][O:41][CH2:42][CH2:43]3)[c:19]3[c:20]([n:21]1)[n:22]([CH:25]1[CH2:26][CH2:27][N:28]([C:31](=[O:32])[O:33][C:34]([CH3:35])([CH3:36])[CH3:37])[CH2:29][CH2:30]1)[n:23][cH:24]3)[cH:8][cH:9][cH:10][c:11]2[O:12][CH3:13])[F:14]. The reactants are CCOC(C)=O, CS(C)=O, CC(C)(C)OC(=O)N1CCC(n2ncc3c(N4CCOCC4)nc(Cl)nc32)CC1, ClCCl, COc1cccc2[nH]c(C(F)F)nc12, [K+], [K+], O=C([O-])[O-], O. Product: COc1cccc2c1nc(C(F)F)n2-c1nc(N2CCOCC2)c2cnn(C3CCN(C(=O)OC(C)(C)C)CC3)c2n1. Starting materials: C(CO)O (ethylene glycol), C=1(C(=CC=CC1)S(=O)(=O)O)C (toluenesulfonic acid), CC(C(=O)C1=CC=C(C(=O)O)C=C1)(C)C (4-(2,2-dimethyl-1-oxopropyl)benzoic acid). The solvent is C1(=CC=CC=C1)C (toluene). The product is CC(C)(C)C1(OCCO1)C1=CC=C(C=C1)C(=O)O (2-(1,1-dimethylethyl)-2-(4-carboxyphenyl)-1,3-dioxolane). RXN SMILES: [CH3:1][C:2]([CH3:15])([CH3:14])[C:3]([C:5]1[CH:13]=[CH:12][C:8]([C:9]([OH:11])=[O:10])=[CH:7][CH:6]=1)=[O:4].[CH2:16](O)[CH2:17][OH:18].C1(C)C(S(O)(=O)=O)=CC=CC=1>C1(C)C=CC=CC=1>[CH3:1][C:2]([C:3]1([C:5]2[CH:13]=[CH:12][C:8]([C:9]([OH:11])=[O:10])=[CH:7][CH:6]=2)[O:18][CH2:17][CH2:16][O:4]1)([CH3:15])[CH3:14]. Procedure details: A mixture of 63.5 grams (0.31 mole) of 4-(2,2-dimethyl-1-oxopropyl)benzoic acid, 156 ml. of ethylene glycol, and 1 gram of toluenesulfonic acid in 600 ml of toluene is refluxed for 24 hours using a Dean-Stark trap to remove water. The mixture is then cooled and partially evaporated; and to the residue, 4.5 grams of solid potassium hydroxide are carefully added followed by 225 ml of water. The resulting mixture is refluxed for 11/2 hours, cooled, filtered and the layers separated. The aqueous lay... Reported procedure: Catalytic quantities of para-toluene sulfonic acid and ethyleneglycol (13.3 g: 0.21 mole) were added to 4-oxo-1-thiophen-3-yl-cyclohexanecarbonitrile (22 g; 0.107 mole) dissolved in toluene (500 ml). The reaction mixture was stirred for about 2 hours under reflux. On completion of the reaction (reaction monitored by thin layer chromatography), the toluene phase was separated, washed with sodium hydrogen carbonate solution (200 ml), dried (sodium sulfate) and concentrated under vacuum. 25 g 8-thi... Yield: 93.7%. The product is S1C=C(C=C1)C1(CCC2(OCCO2)CC1)C#N (8-thiophen-3-yl-1,4-dioxa-spiro[4.5]decane-8-carbonitrile). Reactants: C1(=CC=C(C=C1)S(=O)(=O)O)C (para-toluene sulfonic acid), C(CO)O (ethyleneglycol), O=C1CCC(CC1)(C#N)C1=CSC=C1 (4-oxo-1-thiophen-3-yl-cyclohexanecarbonitrile). Conditions: time 2 hour. RXN SMILES: C1(C)C=CC(S(O)(=O)=O)=CC=1.[CH2:12]([OH:15])[CH2:13][OH:14].O=[C:17]1[CH2:22][CH2:21][C:20]([C:25]2[CH:29]=[CH:28][S:27][CH:26]=2)([C:23]#[N:24])[CH2:19][CH2:18]1>C1(C)C=CC=CC=1>[S:27]1[CH:28]=[CH:29][C:25]([C:20]2([C:23]#[N:24])[CH2:21][CH2:22][C:17]3([O:15][CH2:12][CH2:13][O:14]3)[CH2:18][CH2:19]2)=[CH:26]1. Run in C1(=CC=CC=C1)C (toluene). The product is COCN(c1nccs1)S(=O)(=O)c1ccc(C#N)cc1. Reaction SMILES: [C:18](=[O:19])([O-:20])[O-:21].[C:1](#[N:2])[c:3]1[cH:4][cH:5][c:6]([S:9](=[O:10])(=[O:11])[NH:12][c:13]2[s:14][cH:15][cH:16][n:17]2)[cH:7][cH:8]1.[Cl:24][CH2:25][O:26][CH3:27].[K+:22].[K+:23].[O:28]=[CH:29][N:30]([CH3:31])[CH3:32].[OH2:33]>>[C:1](#[N:2])[c:3]1[cH:4][cH:5][c:6]([S:9](=[O:10])(=[O:11])[N:12]([c:13]2[s:14][cH:15][cH:16][n:17]2)[CH2:25][O:26][CH3:27])[cH:7][cH:8]1. Reactants: O=C([O-])[O-], N#Cc1ccc(S(=O)(=O)Nc2nccs2)cc1, COCCl, [K+], [K+], CN(C)C=O, O. Reactants: O (water), C(C)(C)(C)C1=C(C=CC=C1)N1CCN(CC1)C(C(=O)NC1=CC=C(C=C1)O)=O (2-[4-(2-tert-Butylphenyl)piperazin-1-yl]-N-(4-hydroxyphenyl)-2-oxoacetamide), BrCC(=O)OC (methyl bromoacetate), C([O-])([O-])=O.[K+].[K+] (potassium carbonate). Run in CN(C=O)C (N,N-dimethylformamide). Conditions: time 3 hour. Yields the product C(C)(C)(C)C1=C(C=CC=C1)N1CCN(CC1)C(C(=O)NC1=CC=C(OCC(=O)OC)C=C1)=O (Methyl [4-({[4-(2-tert-butylphenyl)piperazin-1-yl](oxo)acetyl}amino)phenoxy]acetate). Isolated yield 67.2%. RXN SMILES: [C:1]([C:5]1[CH:10]=[CH:9][CH:8]=[CH:7][C:6]=1[N:11]1[CH2:16][CH2:15][N:14]([C:17](=[O:28])[C:18]([NH:20][C:21]2[CH:26]=[CH:25][C:24]([OH:27])=[CH:23][CH:22]=2)=[O:19])[CH2:13][CH2:12]1)([CH3:4])([CH3:3])[CH3:2].Br[CH2:30][C:31]([O:33][CH3:34])=[O:32].C(=O)([O-])[O-].[K+].[K+].O>CN(C)C=O>[C:1]([C:5]1[CH:10]=[CH:9][CH:8]=[CH:7][C:6]=1[N:11]1[CH2:12][CH2:13][N:14]([C:17](=[O:28])[C:18]([NH:20][C:21]2[CH:22]=[CH:23][C:24]([O:27][CH2:30][C:31]([O:33][CH3:34])=[O:32])=[CH:25][CH:26]=2)=[O:19])[CH2:15][CH2:16]1)([CH3:4])([CH3:2])[CH3:3] |f:2.3.4|. Procedure details: A mixture of 2-[4-(2-tert-butylphenyl)piperazin-1-yl]-N-(4-hydroxyphenyl)-2-oxoacetamide (Example 199, 0.40 g, 1.05 mmol), methyl bromoacetate (0.18 g, 1.15 mmol) and potassium carbonate (0.29 g, 2.1 mmol) in N,N-dimethylformamide (10 mL) was stirred at room temperature for 3 h. The reaction mixture was poured into water and extracted with ethyl acetate. The extract was washed with brine, dried over anhydrous magnesium sulfate, filtered and concentrated under reduced pressure. The residue was pu... Starting materials: C1CCOC1, COc1cc(C=O)ccc1-c1ccccn1, C[N+](=O)[O-]. Yields the product COc1cc(C(O)C[N+](=O)[O-])ccc1-c1ccccn1. As a reaction SMILES: [CH2:21]1[O:22][CH2:23][CH2:24][CH2:25]1.[CH3:1][O:2][c:3]1[cH:4][c:5]([CH:6]=[O:7])[cH:8][cH:9][c:10]1-[c:11]1[n:12][cH:13][cH:14][cH:15][cH:16]1.[N+:17](=[O:18])([O-:19])[CH3:20]>>[CH3:1][O:2][c:3]1[cH:4][c:5]([CH:6]([OH:7])[CH2:20][N+:17](=[O:18])[O-:19])[cH:8][cH:9][c:10]1-[c:11]1[n:12][cH:13][cH:14][cH:15][cH:16]1.